The task is: describe an organic reaction: reactants, conditions, products, and yield. This data is from the Open Reaction Database (ORD), a public repository of structured organic reaction records. Starting materials: CC1CCC(=N)N1C, O=C=Nc1cccc(Cl)c1, c1ccccc1. The product is CC1CCC(=NC(=O)Nc2cccc(Cl)c2)N1C. Reaction SMILES: [CH3:1][N:2]1[C:3](=[NH:8])[CH2:4][CH2:5][CH:6]1[CH3:7].[Cl:9][c:10]1[cH:11][c:12]([N:16]=[C:17]=[O:18])[cH:13][cH:14][cH:15]1.[cH:19]1[cH:20][cH:21][cH:22][cH:23][cH:24]1>>[CH3:1][N:2]1[C:3](=[N:8][C:17]([NH:16][c:12]2[cH:11][c:10]([Cl:9])[cH:15][cH:14][cH:13]2)=[O:18])[CH2:4][CH2:5][CH:6]1[CH3:7]. The reactants are [BH4-], C1CCOC1, CO, O=Cc1ccc(-c2nc3ccc(C4(c5ccccc5)CC4)nc3s2)c(F)c1, [Na+]. Yields the product OCc1ccc(-c2nc3ccc(C4(c5ccccc5)CC4)nc3s2)c(F)c1. Reaction SMILES: [BH4-:28].[CH2:30]1[O:31][CH2:32][CH2:33][CH2:34]1.[CH3:35][OH:36].[F:1][c:2]1[cH:3][c:4]([CH:5]=[O:6])[cH:7][cH:8][c:9]1-[c:10]1[s:11][c:12]2[n:13][c:14]([C:19]3([c:22]4[cH:23][cH:24][cH:25][cH:26][cH:27]4)[CH2:20][CH2:21]3)[cH:15][cH:16][c:17]2[n:18]1.[Na+:29]>>[F:1][c:2]1[cH:3][c:4]([CH2:5][OH:6])[cH:7][cH:8][c:9]1-[c:10]1[s:11][c:12]2[n:13][c:14]([C:19]3([c:22]4[cH:23][cH:24][cH:25][cH:26][cH:27]4)[CH2:20][CH2:21]3)[cH:15][cH:16][c:17]2[n:18]1. Starting materials: BrC1=CC=C(C=C1)CC(=O)O (4-bromophenylacetic acid), OS(=O)(=O)O (H2SO4), C(C)O (ethanol), solid, C(=O)([O-])[O-].[K+].[K+] (K2CO3). Procedure: A solution of 43 g (200 mmol) of 4-bromophenylacetic acid and 0.2 g of conc. H2SO4 in 470 ml of ethanol was refluxed for 16 hours. The reaction mixture was cooled to ambient temperature, stirred with 6 g of solid K2CO3 for 30 minutes and then filtered. The filtrate was concentrated in vacuo, diluted with Et2O (200 ml), washed with 10% aqueous NaHCO3 (10 ml) and brine (10 ml), dried over MgSO4 and concentrated in vacuo to give the title compound as a colorless oil. Yields the product BrC1=CC=C(C=C1)CC(=O)OCC (Ethyl (4-bromophenyl)acetate). As a reaction SMILES: [Br:1][C:2]1[CH:7]=[CH:6][C:5]([CH2:8][C:9]([OH:11])=[O:10])=[CH:4][CH:3]=1.OS(O)(=O)=O.C([O-])([O-])=O.[K+].[K+].[CH2:23](O)[CH3:24]>>[Br:1][C:2]1[CH:3]=[CH:4][C:5]([CH2:8][C:9]([O:11][CH2:23][CH3:24])=[O:10])=[CH:6][CH:7]=1 |f:2.3.4|. Reactants: NC=1N(C=2N(C(C1N=O)=O)CC(N2)C)CC2=CC=C(C=C2)Cl (7-Amino-8-[(4-Chlorophenyl)Methyl]-2,3-Dihydro-2-Methyl-6-Nitrosoimidazo[1,2-a]Pyrimidin-5(8H)-One), S(=O)(=O)([O-])S(=O)(=O)[O-].[Na+].[Na+] (sodium dithionate), NC=1N(C=2N(C(C1NC=O)=O)CC(N2)C)CC2=CC=C(C=C2)Cl (7-amino-8-[(4-chlorophenyl)methyl]-2,3-dihydro-6-formylamino-2-methylimidazo[1,2-a]pyrimidin-5(8H)-one). The solvent is C(=O)O (formic acid). The product is ClC1=CC=C(C=C1)CN1C=2N(C(C=3N=CNC13)=O)CC(N2)C (4-[(4-Chlorophenyl)Methyl]-6,7-Dihydro-6-Methyl-3H-Imidazo[1,2-a]Purin-9(4H)-One). RXN SMILES: NC1N(CC2C=CC(Cl)=CC=2)C2N(CC(C)N=2)C(=O)C=1N=O.S(S([O-])(=O)=O)([O-])(=O)=O.[Na+].[Na+].[NH2:33][C:34]1[N:35]([CH2:48][C:49]2[CH:54]=[CH:53][C:52]([Cl:55])=[CH:51][CH:50]=2)[C:36]2[N:37]([CH2:44][CH:45]([CH3:47])[N:46]=2)[C:38](=[O:43])[C:39]=1[NH:40][CH:41]=O>C(O)=O>[Cl:55][C:52]1[CH:53]=[CH:54][C:49]([CH2:48][N:35]2[C:34]3[NH:33][CH:41]=[N:40][C:39]=3[C:38](=[O:43])[N:37]3[CH2:44][CH:45]([CH3:47])[N:46]=[C:36]23)=[CH:50][CH:51]=1 |f:1.2.3|. Procedure details: The nitroso compound of Procedure 99 was reduced with sodium dithionate in formic acid according to the method of Procedure 21. The resulting 7-amino-8-[(4-chlorophenyl)methyl]-2,3-dihydro-6-formylamino-2-methylimidazo[1,2-a]pyrimidin-5(8H)-one, 185 g., (0.54 mole) was then dissolved with heating in 1 l. of 0.6N NaOH, the solution clarified by filtration, the filtrate acidified with acetic acid, and allowed to cool resulting in precipitation of the desired product, yield 71.7 g., recrystallized ... The reactants are [BH3-]C#N, CCOC1(O[Si](C)(C)C)CC1, CC(=O)O, CO, [Na+], O=C(c1ccc(CN2CCOCC2)cc1)N1CCNCC1. Yields the product O=C(c1ccc(CN2CCOCC2)cc1)N1CCN(C2CC2)CC1. As a reaction SMILES: [C:37]([BH3-:38])#[N:39].[CH2:22]([O:23][C:25]1([O:24][Si:28]([CH3:29])([CH3:30])[CH3:31])[CH2:26][CH2:27]1)[CH3:32].[CH3:33][C:34](=[O:35])[OH:36].[CH3:41][OH:42].[Na+:40].[O:1]1[CH2:2][CH2:3][N:4]([CH2:7][c:8]2[cH:9][cH:10][c:11]([C:14](=[O:15])[N:16]3[CH2:17][CH2:18][NH:19][CH2:20][CH2:21]3)[cH:12][cH:13]2)[CH2:5][CH2:6]1>>[O:1]1[CH2:2][CH2:3][N:4]([CH2:7][c:8]2[cH:9][cH:10][c:11]([C:14](=[O:15])[N:16]3[CH2:17][CH2:18][N:19]([CH:25]4[CH2:26][CH2:27]4)[CH2:20][CH2:21]3)[cH:12][cH:13]2)[CH2:5][CH2:6]1. Starting materials: C[O-].[Na+] (NaOMe), C1(=CC=CC=C1)C=1OC(=C(N1)CO[C@H]1C[C@H](CCC1)O)C ((1S,3R)-3-[2-phenyl-5-methyloxazol-4-ylmethoxy]cyclohexan-1-ol), C(C)(=O)O (acetic acid). Run in CO (MeOH). Reaction conditions: time 3 hour. The product is C1(=CC=CC=C1)C=1OC(=C(N1)CO[C@@H]1C[C@@H](CCC1)O)C ((1R,3S)-3-[2-phenyl-5-methyloxazol-4-ylmethoxy]cyclohexan-1-ol). Yield: 87.5%. Reaction SMILES: [C:1]1([C:7]2[O:8][C:9]([CH3:21])=[C:10]([CH2:12][O:13][C@@H:14]3[CH2:19][CH2:18][CH2:17][C@H:16]([OH:20])[CH2:15]3)[N:11]=2)[CH:6]=[CH:5][CH:4]=[CH:3][CH:2]=1.C[O-].[Na+].C(O)(=O)C>CO>[C:1]1([C:7]2[O:8][C:9]([CH3:21])=[C:10]([CH2:12][O:13][C@H:14]3[CH2:19][CH2:18][CH2:17][C@@H:16]([OH:20])[CH2:15]3)[N:11]=2)[CH:2]=[CH:3][CH:4]=[CH:5][CH:6]=1 |f:1.2|. Reported procedure: 0.96 g of the (1R,3S)-acetyl compound from Example 20 was dissolved in approx. 5–10 ml of MeOH, admixed with 0.1 ml of NaOMe (30%) and stirred at 20–23° C. After 3 h, the mixture was neutralized with acetic acid and concentrated under reduced pressure, taken up with ethyl acetate, washed with saturated NaHCO3, dried (MgSO4) and concentrated under reduced pressure. After filtration through silica gel (10:1–0:1 n-heptane/ethyl acetate), 0.84 g of the desired (1R,3S)-3-[2-phenyl-5-methyloxazol-4-yl... The reactants are OCC1=CC(=NO1)C(=O)OCC (ethyl 5-hydroxymethyl-isoxazole-3-carboxylate), C(C)(C)N(C(C)C)CC (N,N-diisopropylethylamine), ClCCCl (1,2-dichloroethane), ClC(=O)OC1=CC=C(C=C1)[N+](=O)[O-] (p-nitrophenyl chloroformate). Solvent: 1,2-dichloromethane. Conditions: temperature 0 celsius, time 20 minute. The product is ClC1=CC=C(OC2CC3(C2)CCNCC3)C=C1 (2-(4-chlorophenoxy)-7-aza-spiro[3.5]-nonane). RXN SMILES: O[CH2:2][C:3]1ON=C(C(OCC)=O)[CH:4]=1.C([N:16]([CH2:20][CH3:21])[CH:17]([CH3:19])C)(C)C.Cl[C:23]([O:25][C:26]1[CH:31]=[CH:30][C:29]([N+]([O-])=O)=[CH:28][CH:27]=1)=O.[Cl:35]CCCl>>[Cl:35][C:29]1[CH:30]=[CH:31][C:26]([O:25][CH:23]2[CH2:4][C:3]3([CH2:19][CH2:17][NH:16][CH2:20][CH2:21]3)[CH2:2]2)=[CH:27][CH:28]=1. Procedure details: 0.172 g (1.00 mmole) of ethyl 5-hydroxymethyl-isoxazole-3-carboxylate and 0.33 ml (1.92 mmoles) of N,N-diisopropylethylamine are dissolved in 9 ml of 1,2-dichloroethane then cooled to 0° C. 0.184 g (0.91 mmole) of p-nitrophenyl chloroformate in solution in 2 ml of 1,2-dichloromethane are added. The mixture is stirred for 20 mins at ambient temperature, then 0.230 g (0.91 mmole) of 2-(4-chlorophenoxy)-7-aza-spiro[3.5]-nonane, obtained in stage 2.2, is added. The mixture is heated at 60° C. for 15...